Dataset: the Open Reaction Database (ORD), a public repository of structured organic reaction records. Task: describe an organic reaction: reactants, conditions, products, and yield The reactants are COC(C=CC1=CC2=C(NC=N2)C=C1)=O (3-(1H-benzoimidazol-5-yl)-acrylic acid methyl ester), solution, C(C)(CC)[BH-](C(C)CC)C(C)CC.[Li+] (lithium tri-sec-butylborohydride). The solvent is O1CCCC1 (tetrahydrofuran). Conditions: temperature -78 celsius, time 4 hour. Product: N1C=NC2=C1C=CC(=C2)C=CCO (3-(1H-benzoimidazol-5-yl)-prop-2-en-1-ol). Isolated yield 102.1%. RXN SMILES: C[O:2][C:3](=O)[CH:4]=[CH:5][C:6]1[CH:14]=[CH:13][C:9]2[NH:10][CH:11]=[N:12][C:8]=2[CH:7]=1.C([BH-](C(CC)C)C(CC)C)(CC)C.[Li+]>O1CCCC1>[NH:10]1[C:9]2[CH:13]=[CH:14][C:6]([CH:5]=[CH:4][CH2:3][OH:2])=[CH:7][C:8]=2[N:12]=[CH:11]1 |f:1.2|. Procedure details: To a solution of 3-(1H-benzoimidazol-5-yl)-acrylic acid methyl ester (50 mg in 1 mL dry tetrahydrofuran) at -78° C. was added 1.24 nL of a 1M solution of lithium tri-sec-butylborohydride in tetrahydrofuran and the mixture stirred at -78° C. for 4 hours followed by warming to -40° C. for an additional 4 hours. The reaction was quenched by addition of aqueous methanol, concentrated in vacuo and purified by flash chromatography on silica gel (methylene chloride:methanol, 87:13) to give the title co... Reactants: N(=O)[O-].[Na+] (sodium nitrite), ClCCNC(=O)N(CCO)C (1-(2-chloroethyl)-3-methyl-3-(2-hydroxyethyl)urea), N(=O)[O-].[Na+] (sodium nitrite). Solvent: C(C)(=O)O (acetic acid). The product is ClCCN(C(=O)N(CCO)C)N=O (1-(2-chloroethyl)-1-nitroso-3-methyl-3-(2-hydroxyethyl)urea). The yield is 67.0%. As a reaction SMILES: [Cl:1][CH2:2][CH2:3][NH:4][C:5]([N:7]([CH3:11])[CH2:8][CH2:9][OH:10])=[O:6].[N:12]([O-])=[O:13].[Na+]>C(O)(=O)C>[Cl:1][CH2:2][CH2:3][N:4]([N:12]=[O:13])[C:5]([N:7]([CH3:11])[CH2:8][CH2:9][OH:10])=[O:6] |f:1.2|. Procedure: 0.9 g of 1-(2-chloroethyl)-3-methyl-3-(2-hydroxyethyl)urea is dissolved in 10 ml of acetic acid, and 0.9 g of sodium nitrite is added thereto under stirring. The mixture is stirred at room temperature for one hour. Then, 0.5 g of sodium nitrite is again added to the mixture, and said mixture is further stirred at the same temperature for 4 hours. After the reaction, the mixture is freeze-dried, and the residue obtained is purified by silica gel chromatography (Solvent: chloroform-methanol=10:1).... The reactants are ClC1=C(C=C(C=C1OC)Cl)CBr (2,5-dichloro-3-methoxyphenylmethyl bromide), [C-]#N.[Na+] (sodium cyanide). Solvent: O (water), CO (methanol). Product: ClC1=C(C=C(C=C1OC)Cl)CC#N (2,5-dichloro-3-methoxyphenylacetonitrile). Yield: 97.4%. Reaction SMILES: [Cl:1][C:2]1[C:7]([O:8][CH3:9])=[CH:6][C:5]([Cl:10])=[CH:4][C:3]=1[CH2:11]Br.[C-:13]#[N:14].[Na+]>O.CO>[Cl:1][C:2]1[C:7]([O:8][CH3:9])=[CH:6][C:5]([Cl:10])=[CH:4][C:3]=1[CH2:11][C:13]#[N:14] |f:1.2|. Reported procedure: By the method of Example 1, Step C, 15.40 grams (0.057 mole) of 2,5-dichloro-3-methoxyphenylmethyl bromide and 3.63 grams (0.074 mole ) of sodium cyanide were reacted in 70 mL of water and 65 mL of methanol, yielding 12.0 g of 2,5-dichloro-3-methoxyphenylacetonitrile as an oil that solidified on standing, m.p. 53°-57° C. The NMR and IR spectra were consistent with the proposed structure. Starting materials: solid, BrC=1C=CC(=C(NCC2=CC3=C(N=C(S3)SC)C=C2)C1)[N+](=O)[O-] (5-bromo-N-((2-(methylthio)benzo[d]thiazol-6-yl)methyl)-2-nitroaniline), BrC1=CC(=C(NCC2=CC3=C(N=C(S3)SC)C=C2)C=C1OC)[N+](=O)[O-] (4-bromo-5-methoxy-N-((2-(methylthio)benzo[d]thiazol-6-yl)methyl)-2-nitroaniline). Yields the product BrC1=CC=C(C(=C1)NCC1=CC2=C(N=C(S2)SC)C=C1)N (5-Bromo-N1-((2-(methylthio)benzo[d]thiazol-6-yl)methyl)benzene-1,2-diamine). RXN SMILES: [Br:1][C:2]1[CH:3]=[CH:4][C:5]([N+:21]([O-])=O)=[C:6]([CH:20]=1)[NH:7][CH2:8][C:9]1[CH:19]=[CH:18][C:12]2[N:13]=[C:14]([S:16][CH3:17])[S:15][C:11]=2[CH:10]=1.BrC1C(OC)=CC(NCC2C=CC3N=C(SC)SC=3C=2)=C([N+]([O-])=O)C=1>>[Br:1][C:2]1[CH:20]=[C:6]([NH:7][CH2:8][C:9]2[CH:19]=[CH:18][C:12]3[N:13]=[C:14]([S:16][CH3:17])[S:15][C:11]=3[CH:10]=2)[C:5]([NH2:21])=[CH:4][CH:3]=1. Reported procedure: 5-Bromo-N1-((2-(methylthio)benzo[d]thiazol-6-yl)methyl)benzene-1,2-diamine was synthesized as a brown solid (920 mg) using a procedure analogous to that described in Step 2 of Example 41, substituting 5-bromo-N-((2-(methylthio)benzo[d]thiazol-6-yl)methyl)-2-nitroaniline from the previous step for 4-bromo-5-methoxy-N-((2-(methylthio)benzo[d]thiazol-6-yl)methyl)-2-nitroaniline used in Example 41. LCMS (ESI) m/z 379, 381 (M+H)+. Reactants: N#Cc1ccc(C#N)c(CBr)c1, Oc1cccc(-c2c(Cc3ccccc3)cnc3c(C(F)(F)F)cccc23)c1. The product is N#Cc1ccc(C#N)c(COc2cccc(-c3c(Cc4ccccc4)cnc4c(C(F)(F)F)cccc34)c2)c1. Reaction SMILES: [C:29](#[N:30])[c:31]1[c:32]([CH2:33][Br:34])[cH:35][c:36]([C:39]#[N:40])[cH:37][cH:38]1.[CH2:1]([c:2]1[cH:3][cH:4][cH:5][cH:6][cH:7]1)[c:8]1[cH:9][n:10][c:11]2[c:12]([C:25]([F:26])([F:27])[F:28])[cH:13][cH:14][cH:15][c:16]2[c:17]1-[c:18]1[cH:19][c:20]([OH:24])[cH:21][cH:22][cH:23]1>>[CH2:1]([c:2]1[cH:3][cH:4][cH:5][cH:6][cH:7]1)[c:8]1[cH:9][n:10][c:11]2[c:12]([C:25]([F:26])([F:27])[F:28])[cH:13][cH:14][cH:15][c:16]2[c:17]1-[c:18]1[cH:19][c:20]([O:24][CH2:33][c:32]2[c:31]([C:29]#[N:30])[cH:38][cH:37][c:36]([C:39]#[N:40])[cH:35]2)[cH:21][cH:22][cH:23]1.